Task: describe an organic reaction: reactants, conditions, products, and yield. Dataset: the Open Reaction Database (ORD), a public repository of structured organic reaction records The reactants are ClC1=C(OC=2C=C(C=CC2)C)C=CC(=C1)C(F)(F)F (3-(2'-chloro-4'-trifluoromethylphenoxy)-toluene), P(Cl)(Cl)(Cl)(Cl)Cl (phosphorus pentachloride), ClCl (chlorine). The product is 43.2, ClC1=C(OC=2C=C(CCl)C=CC2)C=CC(=C1)C(F)(F)F (3-(2'-chloro-4'-trifluoromethylphenoxy)-benzyl chloride). Isolated yield 60.0%. Reaction SMILES: [Cl:1][C:2]1[CH:15]=[C:14]([C:16]([F:19])([F:18])[F:17])[CH:13]=[CH:12][C:3]=1[O:4][C:5]1[CH:6]=[C:7]([CH3:11])[CH:8]=[CH:9][CH:10]=1.P(Cl)(Cl)(Cl)(Cl)[Cl:21].ClCl>>[Cl:1][C:2]1[CH:15]=[C:14]([C:16]([F:18])([F:17])[F:19])[CH:13]=[CH:12][C:3]=1[O:4][C:5]1[CH:6]=[C:7]([CH:8]=[CH:9][CH:10]=1)[CH2:11][Cl:21]. Procedure: 65 parts by weight of 3-(2'-chloro-4'-trifluoromethylphenoxy)-toluene and 2 parts by weight of phosphorus pentachloride were treated with chlorine gas for half an hour at 200° C. Fractional distillation gave 43.2 parts by weight (60% of theory) of 3-(2'-chloro-4'-trifluoromethylphenoxy)-benzyl chloride of boiling point 135°-145° C. and refractive index nD25 : 1.5427.